From a dataset of the Open Reaction Database (ORD), a public repository of structured organic reaction records. describe an organic reaction: reactants, conditions, products, and yield The reactants are Cl (hydrochloric acid), ClC=1C=C2C=3CCCC(C3NC2=CC1)=O (6-chloro-2,3,4,9-tetrahydro-1H-carbazol-1-one), C(C)(=O)[O-].[NH4+] (ammonium acetate), C(#N)[BH3-].[Na+] (sodium cyanoborohydride). The solvent is CO (methanol). Reaction conditions: temperature 60 celsius. Product: ClC=1C=C2C=3CCCC(C3NC2=CC1)N (6-chloro-2,3,4,9-tetrahydro-1H-carbazol-1-amine). Yield: 51.2%. As a reaction SMILES: [Cl:1][C:2]1[CH:3]=[C:4]2[C:12](=[CH:13][CH:14]=1)[NH:11][C:10]1[C:9](=O)[CH2:8][CH2:7][CH2:6][C:5]2=1.C([O-])(=O)C.[NH4+].C([BH3-])#[N:22].[Na+].Cl>CO>[Cl:1][C:2]1[CH:3]=[C:4]2[C:12](=[CH:13][CH:14]=1)[NH:11][C:10]1[CH:9]([NH2:22])[CH2:8][CH2:7][CH2:6][C:5]2=1 |f:1.2,3.4|. Procedure details: To a solution of 6-chloro-2,3,4,9-tetrahydro-1H-carbazol-1-one (500 mg, 2.3 mmol) and ammonium acetate (1.8 g, 23 mmol) in methanol (9 mL) was added sodium cyanoborohydride (720 mg, 11.5 mmol). After heating at 60° C. for 15 hours, the mixture was cooled and treated with concentrated hydrochloric acid until pH=1. The organics were removed under reduced pressure and the resulting precipitate was collected by filtration, dissolved in ethyl acetate and methanol, and washed with saturated aqueous so... Starting materials: BrC=1C=C(C=CC1)C1=NC=CC=C1 (2-(3-bromophenyl)pyridine), CC1=C(C=CC=C1)B(O)O (2-methylphenylboronic acid). The product is CC1=C(C=CC=C1)C1=CC(=CC=C1)C1=NC=CC=C1 (2-(2′-methylbiphenyl-3-yl)pyridine). Reaction SMILES: Br[C:2]1[CH:3]=[C:4]([C:8]2[CH:13]=[CH:12][CH:11]=[CH:10][N:9]=2)[CH:5]=[CH:6][CH:7]=1.[CH3:14][C:15]1[CH:20]=[CH:19][CH:18]=[CH:17][C:16]=1B(O)O>>[CH3:14][C:15]1[CH:20]=[CH:19][CH:18]=[CH:17][C:16]=1[C:2]1[CH:7]=[CH:6][CH:5]=[C:4]([C:8]2[CH:13]=[CH:12][CH:11]=[CH:10][N:9]=2)[CH:3]=1. Reported procedure: 2-(3-bromophenyl)pyridine (25.0 g, 0.107 mol) was reacted with 2-methylphenylboronic acid (17.4 g, 0.128 mol) under standard Suzuki coupling condition. The product (25 g) was collected by Kugelrohr distillation at 220° C. as a white solid. Reactants: C(C1=CC=CC=C1)OC1=CC=C2C(=N1)NC=N2 (5-(benzyloxy)-3H-imidazo[4,5-b]pyridine), CC=1C=C(C=C(C1)C)B(O)O (3,5-dimethylphenylboronic acid). Yields the product CC=1C=C(C=C(C1)C)N1C=NC=2C1=NC(=CC2)O (3-(3,5-Dimethylphenyl)-3H-imidazo[4,5-b]pyridin-5-ol). RXN SMILES: C([O:8][C:9]1[N:14]=[C:13]2[NH:15][CH:16]=[N:17][C:12]2=[CH:11][CH:10]=1)C1C=CC=CC=1.[CH3:18][C:19]1[CH:20]=[C:21](B(O)O)[CH:22]=[C:23]([CH3:25])[CH:24]=1>>[CH3:18][C:19]1[CH:20]=[C:21]([N:15]2[C:13]3=[N:14][C:9]([OH:8])=[CH:10][CH:11]=[C:12]3[N:17]=[CH:16]2)[CH:22]=[C:23]([CH3:25])[CH:24]=1. Reported procedure: From 5-(benzyloxy)-3H-imidazo[4,5-b]pyridine and 3,5-dimethylphenylboronic acid, prepared in a similar manner as the one described in Example 1.26, the title compound was obtained. LCMS m/z=239.9 [M+H]+.